From a dataset of the Open Reaction Database (ORD), a public repository of structured organic reaction records. describe an organic reaction: reactants, conditions, products, and yield Starting materials: C1=CC=CC=2C(C3=CC=CC=C3C(C12)=O)=O (anthraquinone), C1=CC=CC=2C(C3=CC=CC=C3C(C12)=O)=O (anthraquinone), 2-alkyl anthraquinone. Solvent: O (water). Yields the product C1=CC=C2C(=C1)C(=C3C=CC=CC3=C2O)O (anthrahydroquinone). Reaction SMILES: [CH:1]1[C:14]2[C:13](=[O:15])[C:12]3[C:7](=[CH:8][CH:9]=[CH:10][CH:11]=3)[C:6](=[O:16])[C:5]=2[CH:4]=[CH:3][CH:2]=1>O>[CH:10]1[CH:11]=[C:12]2[C:13]([OH:15])=[C:14]3[C:5](=[C:6]([OH:16])[C:7]2=[CH:8][CH:9]=1)[CH:4]=[CH:3][CH:2]=[CH:1]3. Procedure: As is known, hydrogen peroxide is produced currently by the so-called anthraquinone method involving the reaction of autoxidation of anthraquinone. In the anthraquinone method, namely, a 2-alkyl anthraquinone is hydrogenated in a water-insoluble organic solvent in the presence of a hydrogenation catalyst to give a corresponding anthrahydroquinone compound which is, after being freed from the catalyst by filtration, oxidized with oxygen or air to regenerate the starting anthraquinone compound wit... Starting materials: COC1=C2C(CC(CC2=C(C=C1)OC)C(=O)OC)=O (methyl rac-1,2,3,4-tetrahydro-5,8-dimethoxy-4-oxonaphthalene-2-carboxylate), C1(=CC=CC=C1)C (toluene), CCCCCC (hexane), C1(=CC=C(C=C1)S(=O)(=O)O)C (toluene-4-sulphonic acid). Solvent: C(CO)O (ethyleneglycol). The product is C1OC2(CC(CC3=C(C=CC(=C23)OC)OC)C(=O)OC)OC1 (methyl rac-4,4-ethylenedioxy-1,2,3,4-tetrahydro-5,8-dimethoxynaphthalene-2-carboxylate). Yield: 61.0%. Reaction SMILES: [CH3:1][O:2][C:3]1[CH:12]=[CH:11][C:10]([O:13][CH3:14])=[C:9]2[C:4]=1[C:5](=[O:19])[CH2:6][CH:7]([C:15]([O:17][CH3:18])=[O:16])[CH2:8]2.[C:20]1([CH3:26])C=CC=CC=1.CCCCCC.C1(C)C=CC(S(O)(=O)=[O:40])=CC=1>C(O)CO>[CH2:26]1[CH2:20][O:40][C:5]2([C:4]3[C:9](=[C:10]([O:13][CH3:14])[CH:11]=[CH:12][C:3]=3[O:2][CH3:1])[CH2:8][CH:7]([C:15]([O:17][CH3:18])=[O:16])[CH2:6]2)[O:19]1. Reported procedure: 40 g of methyl rac-1,2,3,4-tetrahydro-5,8-dimethoxy-4-oxonaphthalene-2-carboxylate were added to a mixture of 800 ml of toluene, 800 ml of hexane, 30 ml of ethyleneglycol and 0.65 g of toluene-4-sulphonic acid. The mixture was heated under reflux for 24 hours using a Dean-Stark trap. The solution was cooled in an ice-bath and washed with three 124 ml portions of 10% potassium hydrogen carbonate solution and 200 ml of brine, dried and the solvent was evaporated. The residue was taken up in 200 ml... The reactants are C(CCC=CCCCCCCCCC)NC1=CC=C(C=C1)C(C(=O)O)C (4-(4-tetradecenylamino)phenylpropionic acid), B(F)(F)F.CCOCC (boron trifluoride etherate), OCC(O)CO (glycerol), B(F)(F)F.CCOCC (boron trifluoride etherate). Solvent: C1(=CC=CC=C1)C (toluene). Reaction conditions: time 120 hour. Yields the product C(CCC=CCCCCCCCCC)NC1=CC=C(C=C1)C(C(=O)OCC(CO)O)C (2,3-Dihydroxypropyl 4-(4-tetradecenylamino)phenylpropionate). As a reaction SMILES: [CH2:1]([NH:15][C:16]1[CH:21]=[CH:20][C:19]([CH:22]([CH3:26])[C:23]([OH:25])=[O:24])=[CH:18][CH:17]=1)[CH2:2][CH2:3][CH:4]=[CH:5][CH2:6][CH2:7][CH2:8][CH2:9][CH2:10][CH2:11][CH2:12][CH2:13][CH3:14].[OH:27][CH2:28][CH:29]([CH2:31]O)[OH:30].B(F)(F)F.CCOCC>C1(C)C=CC=CC=1>[CH2:1]([NH:15][C:16]1[CH:21]=[CH:20][C:19]([CH:22]([CH3:26])[C:23]([O:25][CH2:31][CH:29]([OH:30])[CH2:28][OH:27])=[O:24])=[CH:18][CH:17]=1)[CH2:2][CH2:3][CH:4]=[CH:5][CH2:6][CH2:7][CH2:8][CH2:9][CH2:10][CH2:11][CH2:12][CH2:13][CH3:14] |f:2.3|. Reported procedure: A solution of 11.8 g. of 4-(4-tetradecenylamino)phenylpropionic acid, 1.00 g. of glycerol, and 5.35 ml. of boron trifluoride etherate in 200 ml. of toluene is stirred under reflux for 48 hours. The solution is treated with an additional 5.35 ml. of boron trifluoride etherate and refluxing is continued for 120 hours. Dilution with water and methylene chloride followed by filtration affords the product as a white solid. Starting materials: CCOC(=O)c1cn(C2CCC2)nc1N, CCOC(=O)c1cnn(C2CCC2)c1N, CC#N, [Cl-], Cl, CC(C)(C)ON=O. The product is CCOC(=O)c1cnn(C2CCC2)c1Cl. As a reaction SMILES: [CH2:24]([O:25][C:26]([c:27]1[c:28]([NH2:29])[n:30][n:31]([CH:32]2[CH2:33][CH2:34][CH2:35]2)[cH:36]1)=[O:37])[CH3:38].[CH2:9]([CH3:10])[O:11][C:12](=[O:13])[c:14]1[cH:15][n:16][n:17]([CH:20]2[CH2:21][CH2:22][CH2:23]2)[c:18]1[NH2:19].[CH3:40][C:41]#[N:42].[Cl-:8].[ClH:39].[N:1]([O:2][C:3]([CH3:4])([CH3:5])[CH3:6])=[O:7]>>[Cl:8][c:18]1[c:14]([C:12]([O:11][CH2:9][CH3:10])=[O:13])[cH:15][n:16][n:17]1[CH:20]1[CH2:21][CH2:22][CH2:23]1. The reactants are BrN1C(CCC1=O)=O (N-bromosuccinimide), O (water), NC1=CC=CC=2CC(OC21)(C)C (7-amino-2,3-dihydro-2,2-dimethylbenzofuran), ice water. Solvent: CN(C=O)C (N,N-dimethylformamide), CN(C=O)C (N,N-dimethylformamide). Product: NC1=CC=C(C=2CC(OC21)(C)C)Br (7-amino-4-bromo-2,3-dihydro-2,2-dimethylbenzofuran). Yield: 83.3%. As a reaction SMILES: [NH2:1][C:2]1[C:10]2[O:9][C:8]([CH3:12])([CH3:11])[CH2:7][C:6]=2[CH:5]=[CH:4][CH:3]=1.[Br:13]N1C(=O)CCC1=O.O>CN(C)C=O>[NH2:1][C:2]1[C:10]2[O:9][C:8]([CH3:12])([CH3:11])[CH2:7][C:6]=2[C:5]([Br:13])=[CH:4][CH:3]=1. Reported procedure: A stirred solution of 10.0 grams (0.061 mole) of 7-amino-2,3-dihydro-2,2-dimethylbenzofuran in 150 mL of N,N-dimethylformamide was cooled in an ice-water bath, and a solution of 10.9 grams (0.061 mole) of N-bromosuccinimide in 50 mL of N,N-dimethylformamide was added in one portion. Upon completion of addition, the reaction mixture was maintained in the ice-water bath for about one hour. After this time the reaction mixture was poured into about 600 mL of water. The mixture was then extracted wi... The reactants are CO, Cl, [Na+], C1CCOC1, [OH-], O, COC(=O)CCc1ccc(OCc2ccc(Cn3nc(-c4ccc(C(F)(F)F)cc4)cc3C=Cc3ccccc3)cc2)cc1. The product is O=C(O)CCc1ccc(OCc2ccc(Cn3nc(-c4ccc(C(F)(F)F)cc4)cc3C=Cc3ccccc3)cc2)cc1. As a reaction SMILES: [CH3:46][OH:47].[ClH:45].[Na+:54].[O:48]1[CH2:49][CH2:50][CH2:51][CH2:52]1.[OH-:53].[OH2:55].[c:1]1([CH:7]=[CH:8][c:9]2[cH:10][c:11](-[c:35]3[cH:36][cH:37][c:38]([C:41]([F:42])([F:43])[F:44])[cH:39][cH:40]3)[n:12][n:13]2[CH2:14][c:15]2[cH:16][cH:17][c:18]([CH2:19][O:20][c:21]3[cH:22][cH:23][c:24]([CH2:27][CH2:28][C:29](=[O:30])[O:31][CH3:32])[cH:25][cH:26]3)[cH:33][cH:34]2)[cH:2][cH:3][cH:4][cH:5][cH:6]1>>[c:1]1([CH:7]=[CH:8][c:9]2[cH:10][c:11](-[c:35]3[cH:36][cH:37][c:38]([C:41]([F:42])([F:43])[F:44])[cH:39][cH:40]3)[n:12][n:13]2[CH2:14][c:15]2[cH:16][cH:17][c:18]([CH2:19][O:20][c:21]3[cH:22][cH:23][c:24]([CH2:27][CH2:28][C:29](=[O:30])[OH:31])[cH:25][cH:26]3)[cH:33][cH:34]2)[cH:2][cH:3][cH:4][cH:5][cH:6]1.